This data is from the Open Reaction Database (ORD), a public repository of structured organic reaction records. The task is: describe an organic reaction: reactants, conditions, products, and yield Conditions: temperature 0 celsius. RXN SMILES: [CH3:1][C:2]1[N:12]2[C:13]3[C:8]([CH2:9][CH2:10][CH2:11]2)=[CH:7][CH:6]=[CH:5][C:4]=3[C:3]=1[CH2:14][C:15]([OH:17])=[O:16].S(=O)(=O)(O)O.[N+:23]([O-])([OH:25])=[O:24]>ClCCl>[CH3:1][C:2]1[N:12]2[C:13]3[C:8]([CH2:9][CH2:10][CH2:11]2)=[CH:7][C:6]([N+:23]([O-:25])=[O:24])=[CH:5][C:4]=3[C:3]=1[CH2:14][C:15]([OH:17])=[O:16]. The reactants are ice, CC1=C(C=2C=CC=C3CCCN1C23)CC(=O)O (5,6-dihydro-2-methyl-4H-pyrrolo[3,2,1-ij]-quinoline-1-acetic acid), S(O)(O)(=O)=O (sulfuric acid), S(O)(O)(=O)=O (sulfuric acid), [N+](=O)(O)[O-] (nitric acid). The solvent is ClCCl (dichloromethane). Procedure: 20 g of 5,6-dihydro-2-methyl-4H-pyrrolo[3,2,1-ij]-quinoline-1-acetic acid (prepared by hydrolysis of its ethyl ester obtained by Example 1C)) were cautiously added to 50 ml of sulfuric acid cooled to 0° C. The nitrating acid (=mixture of 5.56 ml of concentrated sulfuric acid and 4.04 ml of concentrated nitric acid) was then added cautiously. The reaction mixture was allowed to react at a temperature of 0° C. for 1 hour and at room temperature for 2 hours. To work up the reaction mixture, it was ... Product: CC1=C(C=2C=C(C=C3CCCN1C23)[N+](=O)[O-])CC(=O)O (5,6-dihydro-2-methyl-8-nitro-4H-pyrrolo-[3,2,1-ij]quinoline-1-acetic acid).